Dataset: the Open Reaction Database (ORD), a public repository of structured organic reaction records. Task: describe an organic reaction: reactants, conditions, products, and yield Yields the product [Cl-].CN(C1=CC=C(C=N[N+]2=C(N(C=C2)N=CC2=CC=C(C=C2)N(C)C)CC)C=C1)C (1,3-bis[[p-(dimethyl-amino)benzylidene]amino]-2-ethylimidazolium chloride). Run in C(C)(=O)O (acetic acid). Reported procedure: 705 mg (4.7 mmol) of 4-dimethylaminobenzaldehyde are added to a solution of 348 mg (2.1 mmol) of 1,3-diamino-2-ethyl-imidazolium chloride in 4.4 ml of glacial acetic acid, whereupon the mixture is stirred for 20 hours. The yellow crystals obtained are filtered off and recrystallized from ethanol. There is obtained 1,3-bis[[p-(dimethyl-amino)benzylidene]amino]-2-ethylimidazolium chloride of melting point 248°. As a reaction SMILES: [CH3:1][N:2]([CH3:11])[C:3]1[CH:10]=[CH:9][C:6]([CH:7]=O)=[CH:5][CH:4]=1.[Cl-:12].[NH2:13][N+:14]1[CH:18]=[CH:17][N:16]([NH2:19])[C:15]=1[CH2:20][CH3:21]>C(O)(=O)C>[Cl-:12].[CH3:1][N:2]([CH3:11])[C:3]1[CH:10]=[CH:9][C:6]([CH:7]=[N:13][N+:14]2[CH:18]=[CH:17][N:16]([N:19]=[CH:7][C:6]3[CH:9]=[CH:10][C:3]([N:2]([CH3:11])[CH3:1])=[CH:4][CH:5]=3)[C:15]=2[CH2:20][CH3:21])=[CH:5][CH:4]=1 |f:1.2,4.5|. Conditions: time 20 hour. The reactants are CN(C1=CC=C(C=O)C=C1)C (4-dimethylaminobenzaldehyde), [Cl-].N[N+]1=C(N(C=C1)N)CC (1,3-diamino-2-ethyl-imidazolium chloride). Starting materials: C(Cl)Cl (DCM), FC(S(=O)(=O)OC1=CC2=CC=C(C=C2C=C1)NC(C1=CC=C(C=C1)OC)=O)(F)F (6-(4-methoxybenzamido)naphthalen-2-yl trifluoromethanesulfonate), C1=NC=CC2=C(C=CC=C12)B(O)O (isoquinolin-5-ylboronic acid), C([O-])([O-])=O.[K+].[K+] (Potassium Carbonate). The solvent is O (water), O1CCOCC1 (1,4-Dioxane). Conditions: time 10 minute. Yields the product C1=NC=CC2=C(C=CC=C12)C=1C=C2C=CC(=CC2=CC1)NC(C1=CC=C(C=C1)OC)=O (N-(6-(isoquinolin-5-yl)naphthalen-2-yl)-4-methoxybenzamide). Yield: 3.0%. As a reaction SMILES: FC(F)(F)S(O[C:7]1[CH:16]=[CH:15][C:14]2[C:9](=[CH:10][CH:11]=[C:12]([NH:17][C:18](=[O:27])[C:19]3[CH:24]=[CH:23][C:22]([O:25][CH3:26])=[CH:21][CH:20]=3)[CH:13]=2)[CH:8]=1)(=O)=O.[CH:30]1[C:39]2[C:34](=[C:35](B(O)O)[CH:36]=[CH:37][CH:38]=2)[CH:33]=[CH:32][N:31]=1.C(=O)([O-])[O-].[K+].[K+].C(Cl)Cl>O1CCOCC1.O>[CH:30]1[C:39]2[C:34](=[C:35]([C:7]3[CH:8]=[C:9]4[C:14](=[CH:15][CH:16]=3)[CH:13]=[C:12]([NH:17][C:18](=[O:27])[C:19]3[CH:24]=[CH:23][C:22]([O:25][CH3:26])=[CH:21][CH:20]=3)[CH:11]=[CH:10]4)[CH:36]=[CH:37][CH:38]=2)[CH:33]=[CH:32][N:31]=1 |f:2.3.4|. Reported procedure: To a microwave vial containing 6-(4-methoxybenzamido)naphthalen-2-yl trifluoromethanesulfonate (0.100 g, 0.2 mmol), in 1,4-Dioxane (3 mL), was added isoquinolin-5-ylboronic acid (0.129 g, 0.8 mmol), Fibrecat catalyst (0.005 g, 5% by wt.), 2 M Potassium Carbonate (0.50 mL, 1 mmol). The vial was capped and placed into CEM Microwave for 10 minutes at 80° C., while supplying 50 Watts of power through power-max. The diluted the mixture [with DCM (2 mL) and water (2 mL)] was extracted with DCM (3×10 m... The reactants are BrB(Br)Br, CCOc1ccc2c(=O)cc(-c3ccccc3OC)oc2c1, ClCCl, Cl. Product: CCOc1ccc2c(=O)cc(-c3ccccc3O)oc2c1. As a reaction SMILES: [B:23]([Br:24])([Br:25])[Br:26].[CH2:1]([CH3:2])[O:3][c:4]1[cH:5][cH:6][c:7]2[c:8](=[O:22])[cH:9][c:10](-[c:14]3[c:15]([O:20][CH3:21])[cH:16][cH:17][cH:18][cH:19]3)[o:11][c:12]2[cH:13]1.[Cl:28][CH2:29][Cl:30].[ClH:27]>>[CH2:1]([CH3:2])[O:3][c:4]1[cH:5][cH:6][c:7]2[c:8](=[O:22])[cH:9][c:10](-[c:14]3[c:15]([OH:20])[cH:16][cH:17][cH:18][cH:19]3)[o:11][c:12]2[cH:13]1.